This data is from the Open Reaction Database (ORD), a public repository of structured organic reaction records. The task is: describe an organic reaction: reactants, conditions, products, and yield Starting materials: C[O-].[Na+] (sodium methanolate), COC([C@@H](N(C1=C(SC=C1C)C)C(COC(C)=O)=O)C)=O (N-(acetoxyacetyl)-N-(2,4-dimethylthien-3-yl)-alanine methylester), Cl (HCl), O (water). Run in CO (methanol), CO (methanol). Yields the product COC([C@@H](N(C1=C(SC=C1C)C)C(CO)=O)C)=O (N-(hydroxyacetyl)-N-(2,4-dimethylthien-3-yl)-alanine-methylester). As a reaction SMILES: C[O-].[Na+].[CH3:4][O:5][C:6](=[O:24])[C@H:7]([CH3:23])[N:8]([C:16](=[O:22])[CH2:17][O:18]C(=O)C)[C:9]1[C:13]([CH3:14])=[CH:12][S:11][C:10]=1[CH3:15].O.Cl>CO>[CH3:4][O:5][C:6](=[O:24])[C@H:7]([CH3:23])[N:8]([C:16](=[O:22])[CH2:17][OH:18])[C:9]1[C:13]([CH3:14])=[CH:12][S:11][C:10]=1[CH3:15] |f:0.1|. Procedure: A solution of 5.4 g (0.1 mol) sodium methanolate in 50 ml dry methanol is slowly added to a mixture of 62.6 g (0.2 mol) N-(acetoxyacetyl)-N-(2,4-dimethylthien-3-yl)-alanine methylester (=Ex. 3.5) in 750 ml dry methanol with stirring. The mixture is stirred for two hours at room temperature, then freed of solvent in vacuo. The residue is poured into water and the pH adjusted to pH 2 with 2 N aqueous HCl. The product is extracted with CHCl3, the organic phase washed with water, dried over Na2SO4, ...